From a dataset of the Open Reaction Database (ORD), a public repository of structured organic reaction records. describe an organic reaction: reactants, conditions, products, and yield The reactants are solution, CN (methylamine), O1CCCC1 (tetrahydrofuran), C1C(CC2=CC=CC=C12)[C@@H]1C(N([C@@H](C(N1)=O)[C@H](CC)C)C(C(=O)NC1=C(C=CC=C1)O)C=1C(=NC(=CC1)C)C)=O (2-{(3R,6R)-3-(2,3-dihydro-1H-inden-2-yl)-6-[(1S)-1-methylpropyl]-2,5-dioxo-1-piperazinyl}-2-(2,6-dimethyl-3-pyridinyl)-N-(2-hydroxyphenyl)acetamide), C1C(CC2=CC=CC=C12)[C@@H]1C(N([C@@H](C(N1)=O)[C@H](CC)C)C(C(=O)NC1=C(C=CC=C1)O)C=1C(=NC(=CC1)C)C)=O (2-{(3R,6R)-3-(2,3-dihydro-1H-inden-2-yl)-6-[(1S)-1-methylpropyl]-2,5-dioxo-1-piperazinyl}-2-(2,6-dimethyl-3-pyridinyl)-N-(2-hydroxyphenyl)acetamide), C(=O)(N1C=NC=C1)N1C=NC=C1 (1,1′-carbonyldiimidazole). The solvent is ClCCl (dichloromethane). Conditions: time 8 hour. The product is C1C(CC2=CC=CC=C12)[C@@H]1C(N([C@@H](C(N1)=O)[C@H](CC)C)[C@@H](C(=O)NC)C=1C(=NC(=CC1)C)C)=O ((2R)-2-{(3R,6R)-3-(2,3-Dihydro-1H-inden-2-yl)-6-[(1S)-1-methylpropyl]-2,5-dioxo-1-piperazinyl}-2-(2,6-dimethyl-3-pyridinyl)-N-methylethanamide). RXN SMILES: [CH2:1]1[C:9]2[C:4](=[CH:5][CH:6]=[CH:7][CH:8]=2)[CH2:3][CH:2]1[C@H:10]1[NH:15][C:14](=[O:16])[C@@H:13]([C@@H:17]([CH3:20])[CH2:18][CH3:19])[N:12]([CH:21]([C:32]2[C:33]([CH3:39])=[N:34][C:35]([CH3:38])=[CH:36][CH:37]=2)[C:22]([NH:24][C:25]2C=CC=CC=2O)=[O:23])[C:11]1=[O:40].C(N1C=CN=C1)(N1C=CN=C1)=O.CN.O1CCCC1>ClCCl>[CH2:1]1[C:9]2[C:4](=[CH:5][CH:6]=[CH:7][CH:8]=2)[CH2:3][CH:2]1[C@H:10]1[NH:15][C:14](=[O:16])[C@@H:13]([C@@H:17]([CH3:20])[CH2:18][CH3:19])[N:12]([C@H:21]([C:32]2[C:33]([CH3:39])=[N:34][C:35]([CH3:38])=[CH:36][CH:37]=2)[C:22]([NH:24][CH3:25])=[O:23])[C:11]1=[O:40]. Procedure details: 2-{(3R,6R)-3-(2,3-dihydro-1H-inden-2-yl)-6-[(1S)-1-methylpropyl]-2,5-dioxo-1-piperazinyl}-2-(2,6-dimethyl-3-pyridinyl)-N-(2-hydroxyphenyl)acetamide (intermediate 2) (0.400 g, 0.74 mmol) and 1,1′-carbonyldiimidazole (0.192 g, 1.18 mmol) in dry dichloromethane (10 mL) were stirred at room temperature under N2 for 7 hrs. The mixture was treated with a 2M solution of methylamine in tetrahydrofuran (1.849 mL, 3.70 mmol) and left to stand overnight at room temperature. The solvents were blown down und... Starting materials: O=C([O-])O, CC(=O)O, Cc1cc(C(=O)NC(C)c2nc3cc(Cl)ccc3[nH]2)ccc1N1CCSCC1=O, ClCCl, [Na+], O=C(OO)c1cccc(Cl)c1. The product is Cc1cc(C(=O)NC(C)c2nc3cc(Cl)ccc3[nH]2)ccc1N1CCS(=O)CC1=O. RXN SMILES: [C:41](=[O:42])([O-:43])[OH:44].[CH3:49][C:50](=[O:51])[OH:52].[Cl:1][c:2]1[cH:3][c:4]2[c:5]([nH:6][c:7]([CH:9]([CH3:10])[NH:11][C:12]([c:13]3[cH:14][c:15]([CH3:26])[c:16]([N:19]4[C:20](=[O:25])[CH2:21][S:22][CH2:23][CH2:24]4)[cH:17][cH:18]3)=[O:27])[n:8]2)[cH:28][cH:29]1.[Cl:46][CH2:47][Cl:48].[Na+:45].[OH:30][O:31][C:32]([c:33]1[cH:34][c:35]([Cl:36])[cH:37][cH:38][cH:39]1)=[O:40]>>[Cl:1][c:2]1[cH:3][c:4]2[c:5]([nH:6][c:7]([CH:9]([CH3:10])[NH:11][C:12]([c:13]3[cH:14][c:15]([CH3:26])[c:16]([N:19]4[C:20](=[O:25])[CH2:21][S:22](=[O:30])[CH2:23][CH2:24]4)[cH:17][cH:18]3)=[O:27])[n:8]2)[cH:28][cH:29]1. Starting materials: C(C=C)(=O)NCCN (N′-acryloyl-ethylenediamine), Cl (HCl). Run in C(C)(=O)OCC (ethyl acetate). Product: Cl.C(C=C)(=O)NCCN (N′-acryloyl-ethylenediamine monohydrochloride). As a reaction SMILES: [C:1]([NH:5][CH2:6][CH2:7][NH2:8])(=[O:4])[CH:2]=[CH2:3].[ClH:9]>C(OCC)(=O)C>[ClH:9].[C:1]([NH:5][CH2:6][CH2:7][NH2:8])(=[O:4])[CH:2]=[CH2:3] |f:3.4|. Procedure: N-t-BOC, N-methyl, N′-acryloyl-ethylenediamine (2.5 mmol, 0.57 g) was stirred in a solution of 3M HCl in ethyl acetate (2.5 cm3) at room temperature for 30 min. The solution was then conc. in vacuo to give the intermediate N-methyl, N′-acryloyl-ethylenediamine monohydrochloride as a clear yellow oil. This intermediate (2.5 mmol) was then stirred at room temperature in 2M NaOH (3 cm3) for 10 min. This reaction mixture was cooled to 0° C., and to this, was added a solution of methacryloyl chloride... Starting materials: C1(=CC=CC=C1)C(N1CCC(CC1)N=CC1=CC2=C(C=C1)OCO2)C2=CC=CC=C2 (1-(diphenylmethyl)-N-[3,4-(methylenedioxy)benzylidene]-4-piperidinamine), [BH4-].[Na+] (sodium borohydride). Solvent: C(C)O (ethanol). Product: C1(=CC=CC=C1)C(N1CCC(CC1)NCC1=CC2=C(C=C1)OCO2)C2=CC=CC=C2 (1-(diphenylmethyl)-N-[3,4-(methylenedioxy)benzyl]-4-piperidinamine). Reaction SMILES: [C:1]1([CH:7]([C:25]2[CH:30]=[CH:29][CH:28]=[CH:27][CH:26]=2)[N:8]2[CH2:13][CH2:12][CH:11]([N:14]=[CH:15][C:16]3[CH:21]=[CH:20][C:19]4[O:22][CH2:23][O:24][C:18]=4[CH:17]=3)[CH2:10][CH2:9]2)[CH:6]=[CH:5][CH:4]=[CH:3][CH:2]=1.[BH4-].[Na+]>C(O)C>[C:25]1([CH:7]([C:1]2[CH:6]=[CH:5][CH:4]=[CH:3][CH:2]=2)[N:8]2[CH2:13][CH2:12][CH:11]([NH:14][CH2:15][C:16]3[CH:21]=[CH:20][C:19]4[O:22][CH2:23][O:24][C:18]=4[CH:17]=3)[CH2:10][CH2:9]2)[CH:26]=[CH:27][CH:28]=[CH:29][CH:30]=1 |f:1.2|. Procedure: A suspension of 4 parts of 1-(diphenylmethyl)-N-[3,4-(methylenedioxy)benzylidene]-4-piperidinamine in 100 parts by volume of ethanol, stirred at room temperature, is treated with 1 part of sodium borohydride. The resultant reaction mixture is stirred at room temperature overnight and evaporated to dryness in vacuo. The residue is partioned between 100 parts by volume of water and 100 parts by volume of chloroform and the layers separated. The acequeous layer is extracted with additional 100 part...